This data is from the Open Reaction Database (ORD), a public repository of structured organic reaction records. The task is: describe an organic reaction: reactants, conditions, products, and yield Starting materials: BrCC1OC1C (2-(bromomethyl)-3-methyloxirane), C1(=CC=CC=C1)C(N)C1=CC=CC=C1 (diphenylmethanamine). Run in CO (methanol). Run at temperature 80 celsius, time 8 hour. Product: C(C1=CC=CC=C1)(C1=CC=CC=C1)N1C(C(C1)O)C (1-benzhydryl-2-methylazetidin-3-ol). Yield: 38.0%. RXN SMILES: Br[CH2:2][CH:3]1[CH:5]([CH3:6])[O:4]1.[C:7]1([CH:13]([C:15]2[CH:20]=[CH:19][CH:18]=[CH:17][CH:16]=2)[NH2:14])[CH:12]=[CH:11][CH:10]=[CH:9][CH:8]=1>CO>[CH:13]([N:14]1[CH2:2][CH:3]([OH:4])[CH:5]1[CH3:6])([C:15]1[CH:16]=[CH:17][CH:18]=[CH:19][CH:20]=1)[C:7]1[CH:12]=[CH:11][CH:10]=[CH:9][CH:8]=1. Reported procedure: A 500-mL round-bottom flask was charged with 2-(bromomethyl)-3-methyloxirane (42.4 g, 280 mmol), methanol (120 mL), and diphenylmethanamine (44 mL, 260 mmol), and the resulting solution stirred overnight at 80° C. The reaction mixture was cooled to room temperature and concentrated. The residue was purified via column chromatography on silica gel (eluting with 50:1, dichloromethane/methanol) to afford 1-benzhydryl-2-methylazetidin-3-ol (25 g, 35%) as a white solid. MS (ESI, pos. ion) m/z 254 [M+... Starting materials: CC(C)(C)[Si](C)(C)OCCN(CCO[Si](C)(C)C(C)(C)C)c1ccc(OCc2ccccc2)cc1, C1CCOC1. Product: CC(C)(C)[Si](C)(C)OCCN(CCO[Si](C)(C)C(C)(C)C)c1ccc(O)cc1. RXN SMILES: [CH2:1]([c:2]1[cH:3][cH:4][cH:5][cH:6][cH:7]1)[O:8][c:9]1[cH:10][cH:11][c:12]([N:13]([CH2:14][CH2:15][O:16][Si:17]([CH3:18])([CH3:19])[C:20]([CH3:21])([CH3:22])[CH3:23])[CH2:24][CH2:25][O:26][Si:27]([CH3:28])([CH3:29])[C:30]([CH3:31])([CH3:32])[CH3:33])[cH:34][cH:35]1.[CH2:36]1[O:37][CH2:38][CH2:39][CH2:40]1>>[OH:8][c:9]1[cH:10][cH:11][c:12]([N:13]([CH2:14][CH2:15][O:16][Si:17]([CH3:18])([CH3:19])[C:20]([CH3:21])([CH3:22])[CH3:23])[CH2:24][CH2:25][O:26][Si:27]([CH3:28])([CH3:29])[C:30]([CH3:31])([CH3:32])[CH3:33])[cH:34][cH:35]1. The reactants are NC(=O)c1ccccc1Br, O=C(Cl)C(=O)Cl, ClCCCl. Product: O=C=NC(=O)c1ccccc1Br. As a reaction SMILES: [Br:1][c:2]1[c:3]([C:4](=[O:5])[NH2:6])[cH:7][cH:8][cH:9][cH:10]1.[Cl:11][C:12](=[O:13])[C:14]([Cl:15])=[O:16].[Cl:17][CH2:18][CH2:19][Cl:20]>>[Br:1][c:2]1[c:3]([C:4](=[O:5])[N:6]=[C:12]=[O:13])[cH:7][cH:8][cH:9][cH:10]1. Reactants: CC(=O)O, ClCCCl, Cl, [Na+], Nc1cccc(Oc2ccccc2)c1, [OH-], O=Cc1cccc(O)c1. Product: Oc1cccc(CNc2cccc(Oc3ccccc3)c2)c1. As a reaction SMILES: [CH3:24][C:25](=[O:26])[OH:27].[Cl:31][CH2:32][CH2:33][Cl:34].[ClH:28].[Na+:30].[O:1]([c:2]1[cH:3][cH:4][cH:5][cH:6][cH:7]1)[c:8]1[cH:9][c:10]([NH2:11])[cH:12][cH:13][cH:14]1.[OH-:29].[OH:15][c:16]1[cH:17][c:18]([CH:19]=[O:20])[cH:21][cH:22][cH:23]1>>[O:1]([c:2]1[cH:3][cH:4][cH:5][cH:6][cH:7]1)[c:8]1[cH:9][c:10]([NH:11][CH2:19][c:18]2[cH:17][c:16]([OH:15])[cH:23][cH:22][cH:21]2)[cH:12][cH:13][cH:14]1. The reactants are C1(=CC=CC=C1)C(N1CC(C1)=O)C1=CC=CC=C1 (1-Diphenylmethyl-3-azetidinone), ClC=1C=C(C=CC1Cl)[Mg]Br (3,4-dichlorophenylmagnesium bromide), ClC1=CC=C(C=C1)C1(CN(C1)C(C1=CC=CC=C1)C1=CC=CC=C1)O (3-(4-Chlorophenyl)-1-(diphenylmethy)-3-azetidinol). Yields the product ClC=1C=C(C=CC1Cl)C1(CN(C1)C(C1=CC=CC=C1)C1=CC=CC=C1)O (3-(3,4-Dichlorophenyl)-1-(dipbenylmethyl)azetidin-3ol). Reaction SMILES: [C:1]1([CH:7]([C:13]2[CH:18]=[CH:17][CH:16]=[CH:15][CH:14]=2)[N:8]2[CH2:11][C:10](=[O:12])[CH2:9]2)[CH:6]=[CH:5][CH:4]=[CH:3][CH:2]=1.[Cl:19][C:20]1[CH:21]=[C:22]([Mg]Br)[CH:23]=[CH:24][C:25]=1[Cl:26].ClC1C=CC(C2(O)CN(C(C3C=CC=CC=3)C3C=CC=CC=3)C2)=CC=1>>[Cl:19][C:20]1[CH:21]=[C:22]([C:10]2([OH:12])[CH2:11][N:8]([CH:7]([C:1]3[CH:2]=[CH:3][CH:4]=[CH:5][CH:6]=3)[C:13]3[CH:14]=[CH:15][CH:16]=[CH:17][CH:18]=3)[CH2:9]2)[CH:23]=[CH:24][C:25]=1[Cl:26]. Procedure: This compound was prepared from compound (3) and 3,4-dichlorophenylmagnesium bromide using the procedure described for compound (4).